This data is from the Open Reaction Database (ORD), a public repository of structured organic reaction records. The task is: describe an organic reaction: reactants, conditions, products, and yield Starting materials: NC1=NC(=NS1)/C(/C(=O)N[C@H]1[C@@H]2N(C(=C(CS2)\C=C\CI)C(=O)OCC2=CC=C(C=C2)OC)C1=O)=N/OCCF (p-methoxybenzyl 7β[(Z)-2-(5-amino-1,2,4-thiadiazol-3-yl)-2-fluoroethoxyiminoacetamido]-3-[(E)-3-iodo-1-propen-1-yl]3-cephem-4-carboxylate), CN(C)CC1=C(N=CS1)C (5-dimethylaminomethyl-4-methylthiazol). Product: NC1=NC(=NS1)/C(/C(=O)N[C@H]1[C@@H]2N(C(=C(CS2)\C=C\C[N+](CC2=C(N=CS2)C)(C)C)C(=O)[O-])C1=O)=N/OCCF (7β-[(Z)-2-(5-amino-1,2,4-thiadiazol-3-yl)-2-fluoroethoxyiminoacetamido]-3-[(E)-3-[(4-methylthiazol-5-yl)-methyldimethylammonio]-1-propen-1-yl]3-cephem-4-carboxylate). Isolated yield 34.5%. Reaction SMILES: [NH2:1][C:2]1[S:6][N:5]=[C:4](/[C:7](=[N:36]/[O:37][CH2:38][CH2:39][F:40])/[C:8]([NH:10][C@@H:11]2[C:34](=[O:35])[N:13]3[C:14]([C:22]([O:24]CC4C=CC(OC)=CC=4)=[O:23])=[C:15](/[CH:18]=[CH:19]/[CH2:20]I)[CH2:16][S:17][C@H:12]23)=[O:9])[N:3]=1.[CH3:41][N:42]([CH2:44][C:45]1[S:49][CH:48]=[N:47][C:46]=1[CH3:50])[CH3:43]>>[NH2:1][C:2]1[S:6][N:5]=[C:4](/[C:7](=[N:36]/[O:37][CH2:38][CH2:39][F:40])/[C:8]([NH:10][C@@H:11]2[C:34](=[O:35])[N:13]3[C:14]([C:22]([O-:24])=[O:23])=[C:15](/[CH:18]=[CH:19]/[CH2:20][N+:42]([CH3:43])([CH3:41])[CH2:44][C:45]4[S:49][CH:48]=[N:47][C:46]=4[CH3:50])[CH2:16][S:17][C@H:12]23)=[O:9])[N:3]=1. Procedure details: p-methoxybenzyl 7β[(Z)-2-(5-amino-1,2,4-thiadiazol-3-yl)-2-fluoroethoxyiminoacetamido]-3-[(E)-3-iodo-1-propen-1-yl]3-cephem-4-carboxylate(1.1 g) and 5-dimethylaminomethyl-4-methylthiazol (0.36 g) were reacted in the same manner as discribed in Example 13 to obtain the target product(330 mg). Starting materials: FC1=C(C=C(C=C1)NC(C1=C(C=C(C(=C1)[N+](=O)[O-])NC)F)=O)Cl (N-(4-fluoro-3-chloro-phenyl)-2-fluoro-4-methylamino-5-nitro-benzoic acid amide), FC1=C(C(=O)O)C=C(C(=C1)NC)[N+](=O)[O-] (2-fluoro-4-methylamino-5-nitro-benzoic acid), FC1=C(C=C(N)C=C1)Cl (4-fluoro-3-chloro-aniline). Reagents/catalysts: [Ni] (RaNi). Yields the product FC1=C(C=C(C=C1)NC(C1=C(C=C(C(=C1)N)NC)F)=O)Cl (N-(4-Fluoro-3-chloro-phenyl)-2-fluoro-4-methylamino-5-amino-benzoic acid amide). As a reaction SMILES: [F:1][C:2]1[CH:7]=[CH:6][C:5]([NH:8][C:9](=[O:22])[C:10]2[CH:15]=[C:14]([N+:16]([O-])=O)[C:13]([NH:19][CH3:20])=[CH:12][C:11]=2[F:21])=[CH:4][C:3]=1[Cl:23].FC1C=C(NC)C([N+]([O-])=O)=CC=1C(O)=O.FC1C=CC(N)=CC=1Cl>[Ni]>[F:1][C:2]1[CH:7]=[CH:6][C:5]([NH:8][C:9](=[O:22])[C:10]2[CH:15]=[C:14]([NH2:16])[C:13]([NH:19][CH3:20])=[CH:12][C:11]=2[F:21])=[CH:4][C:3]=1[Cl:23]. Procedure details: The subtitle compound is prepared from N-(4-fluoro-3-chloro-phenyl)-2-fluoro-4-methylamino-5-nitro-benzoic acid amide (prepared from 2-fluoro-4-methylamino-5-nitro-benzoic acid, 4-fluoro-3-chloro-aniline in analogy to the step 6a) with RaNi and H2 in analogy to example 5c. Starting materials: O[C@@H](C(=O)OC)CC ((R)-methyl 2-hydroxybutanoate), ClC1=C(C=C(C=C1)O)C (4-chloro-3-methylphenol). Yields the product ClC1=C(C=C(O[C@H](C(=O)OC)CC)C=C1)C ((S)-Methyl 2-(4-chloro-3-methylphenoxy)butanoate). As a reaction SMILES: [OH:1][C@H:2]([CH2:7][CH3:8])[C:3]([O:5][CH3:6])=[O:4].[Cl:9][C:10]1[CH:15]=[CH:14][C:13](O)=[CH:12][C:11]=1[CH3:17]>>[Cl:9][C:10]1[CH:15]=[CH:14][C:13]([O:1][C@@H:2]([CH2:7][CH3:8])[C:3]([O:5][CH3:6])=[O:4])=[CH:12][C:11]=1[CH3:17]. Reported procedure: The title compound was prepared following the same protocol as described in Step 1, Example 42, using the (R)-methyl 2-hydroxybutanoate instead of the (S)-methyl 2-hydroxypropanoate and the 4-chloro-3-methylphenol instead of the m-cresol. RXN SMILES: [Cl:1][C:2]1[C:7]([NH2:8])=[CH:6][CH:5]=[CH:4][N:3]=1.CO[CH:11]1[CH2:15][CH2:14][CH:13](OC)O1>C(O)(=O)C>[Cl:1][C:2]1[C:7]([N:8]2[CH:11]=[CH:15][CH:14]=[CH:13]2)=[CH:6][CH:5]=[CH:4][N:3]=1. Reactants: ClC1=NC=CC=C1N (2-chloro-3-aminopyridine), COC1OC(CC1)OC (2,5-dimethoxytetrahydrofuran). Reported procedure: A solution of acetic acid (25 ml), 2-chloro-3-aminopyridine (5.1 g, 0.04 m) and 2,5-dimethoxytetrahydrofuran (0.05 m) was heated to reflux. After two hours, the mixture was concentrated to dryness, treated with ice and neutralized with saturate Na2CO3 solution. The aqueous layer was extracted with CHCl3 (3×100 ml). The organic extract was dried over Na2SO4, filtered and concentrated to dryness. The residue was distilled to yield 5.3 g (75% yield) of 2-chloro-3-(1-pyrrolyl) pyridine; b.p=95°-100°... Run at time 2 hour. Yields the product ClC1=NC=CC=C1N1C=CC=C1 (2-chloro-3-(1-pyrrolyl) pyridine). Yield: 75.0%. Run in C(C)(=O)O (acetic acid). The reactants are O=C([O-])[O-], O=C([O-])O, C1CCNCC1, CN(C)C=O, CCN(C(=O)CCl)c1cc(OC)ccc1C1CCc2cc(OC)ccc2C1, [K+], [K+], [Na+]. The product is CCN(C(=O)CN1CCCCC1)c1cc(OC)ccc1C1CCc2cc(OC)ccc2C1. As a reaction SMILES: [C:34](=[O:35])([O-:36])[O-:37].[C:40](=[O:41])([OH:42])[O-:43].[CH2:28]1[CH2:29][CH2:30][NH:31][CH2:32][CH2:33]1.[CH3:45][N:46]([CH3:47])[CH:48]=[O:49].[Cl:1][CH2:2][C:3](=[O:4])[N:5]([c:6]1[c:7]([CH:14]2[CH2:15][c:16]3[cH:17][cH:18][c:19]([O:24][CH3:25])[cH:20][c:21]3[CH2:22][CH2:23]2)[cH:8][cH:9][c:10]([O:12][CH3:13])[cH:11]1)[CH2:26][CH3:27].[K+:38].[K+:39].[Na+:44]>>[CH2:2]([C:3](=[O:4])[N:5]([c:6]1[c:7]([CH:14]2[CH2:15][c:16]3[cH:17][cH:18][c:19]([O:24][CH3:25])[cH:20][c:21]3[CH2:22][CH2:23]2)[cH:8][cH:9][c:10]([O:12][CH3:13])[cH:11]1)[CH2:26][CH3:27])[N:31]1[CH2:30][CH2:29][CH2:28][CH2:33][CH2:32]1.